Dataset: the Open Reaction Database (ORD), a public repository of structured organic reaction records. Task: describe an organic reaction: reactants, conditions, products, and yield Starting materials: Lithium hexamethyldisilylazide, C(C)OC(CC1CCN(CC1)C(=O)OCC1=CC=CC=C1)=O (benzyl 4-(2-ethoxy-2-oxoethyl)piperidine-1-carboxylate), BrC(=C)CBr (2,3-dibromoprop-1-ene). Solvent: O1CCCC1 (tetrahydrofuran). Reaction conditions: time 40 minute. Yields the product BrC(CC(C(=O)OCC)C1CCN(CC1)C(=O)OCC1=CC=CC=C1)=C (Benzyl 4-[3-bromo-1-(ethoxycarbonyl)but-3-en-1-yl]piperidine-1-carboxylate). Isolated yield 21.7%. Reaction SMILES: [CH2:1]([O:3][C:4](=[O:22])[CH2:5][CH:6]1[CH2:11][CH2:10][N:9]([C:12]([O:14][CH2:15][C:16]2[CH:21]=[CH:20][CH:19]=[CH:18][CH:17]=2)=[O:13])[CH2:8][CH2:7]1)[CH3:2].[Br:23][C:24]([CH2:26]Br)=[CH2:25]>O1CCCC1>[Br:23][C:24](=[CH2:25])[CH2:26][CH:5]([CH:6]1[CH2:11][CH2:10][N:9]([C:12]([O:14][CH2:15][C:16]2[CH:17]=[CH:18][CH:19]=[CH:20][CH:21]=2)=[O:13])[CH2:8][CH2:7]1)[C:4]([O:3][CH2:1][CH3:2])=[O:22]. Reported procedure: Lithium hexamethyldisilylazide (1.0 M in THF; 7.20 mL, 7.20 mmol) was added to solution of benzyl 4-(2-ethoxy-2-oxoethyl)piperidine-1-carboxylate (2.0 g, 6.55 mmol) in tetrahydrofuran (30 mL) at −78° C. After 40 min, 2,3-dibromoprop-1-ene (0.70 mL, 7.20 mmol) was added. After 2 h, the reaction mixture was warmed to ambient temperature. After 18 h, the mixture was quenched with saturated ammonium chloride and extracted with ethyl acetate (2×). The combined organic extracts were dried over magnesi... Starting materials: CC(C)(CCCCOCCCCc1ccc(N2CCOCC2)cc1)NC(=O)OCc1ccccc1, CCO, O=[Pd]. Product: CC(C)(N)CCCCOCCCCc1ccc(N2CCOCC2)cc1. Reaction SMILES: [CH3:1][C:2]([CH2:3][CH2:4][CH2:5][CH2:6][O:7][CH2:8][CH2:9][CH2:10][CH2:11][c:12]1[cH:13][cH:14][c:15]([N:18]2[CH2:19][CH2:20][O:21][CH2:22][CH2:23]2)[cH:16][cH:17]1)([CH3:24])[NH:25][C:26](=[O:27])[O:28][CH2:29][c:30]1[cH:31][cH:32][cH:33][cH:34][cH:35]1.[CH3:36][CH2:37][OH:38].[Pd:39]=[O:40]>>[CH3:1][C:2]([CH2:3][CH2:4][CH2:5][CH2:6][O:7][CH2:8][CH2:9][CH2:10][CH2:11][c:12]1[cH:13][cH:14][c:15]([N:18]2[CH2:19][CH2:20][O:21][CH2:22][CH2:23]2)[cH:16][cH:17]1)([CH3:24])[NH2:25].